Dataset: the Open Reaction Database (ORD), a public repository of structured organic reaction records. Task: describe an organic reaction: reactants, conditions, products, and yield As a reaction SMILES: [CH3:1][C:2]1[C:3]([C:19]2[CH:24]=[CH:23][CH:22]=[CH:21][N:20]=2)=[N:4][C:5]([N:8]2C(=O)C3C(=CC=CC=3)C2=O)=[CH:6][CH:7]=1>C(O)C.C(N)CN>[CH3:1][C:2]1[C:3]([C:19]2[CH:24]=[CH:23][CH:22]=[CH:21][N:20]=2)=[N:4][C:5]([NH2:8])=[CH:6][CH:7]=1. The reactants are CC=1C(=NC(=CC1)N1C(C2=CC=CC=C2C1=O)=O)C1=NC=CC=C1 (2-(3-methyl-2,2′-bipyridin-6-yl)isoindoline-1,3-dione). Product: CC=1C(=NC(=CC1)N)C1=NC=CC=C1 (3-methyl-2,2′-bipyridin-6-amine). Procedure: To a solution of 2-(3-methyl-2,2′-bipyridin-6-yl)isoindoline-1,3-dione (129 mg, 0.41 mmol) in ethanol (2 ml) is added a couple of drops of ethylenediamine at room temperature. The solution is stirred at room temperature for 30 minutes. The solvents are removed by rotary evaporation and the crude product is purified by silica gel flash chromatography, eluted with 3% methanol in dichloromethane to afford 3-methyl-2,2′-bipyridin-6-amine as an off-white solid. LC-MS m/z: 186.1 (M+1). Run in C(C)O (ethanol). The reagents and catalysts are C(CN)N (ethylenediamine). Conditions: time 30 minute. Run in CN(C(C)=O)C (N,N-dimethylacetamide), C(C)(=O)OCC (ethyl acetate). Product: C(#N)C1=CC=C(C=C1)N1C(=NC=2C=NC=CC21)C(F)(F)F (1-(4-cyanophenyl)-2-trifluoromethylimidazo[4,5-c]pyridine). The reactants are NC=1C=NC=CC1NC1=CC=C(C=C1)C#N (3-amino-4-(4'-cyanophenyl)aminopyridine), O.FC(C=O)(F)F (trifluoroacetaldehyde hydrate), S(=O)(=O)([O-])S(=O)[O-].[Na+].[Na+] (sodium metabisulphite). Procedure: A mixture of 3-amino-4-(4'-cyanophenyl)aminopyridine (420 mg, 2.0 mmol) (prepared as above), trifluoroacetaldehyde hydrate (232 mg, 2.0 mmol), and sodium metabisulphite (475 mg, 2.5 mmol) in N,N-dimethylacetamide (10 ml) was heated under reflux for 16 hours. After being cooled, the mixture was diluted with ethyl acetate (200 ml), washed with saturated aqueous sodium bicarbonate (50 ml) and water (5×50 ml). The organic layer was dried (MgSO4) and concentrated under reduced pressure. The residue w... RXN SMILES: [NH2:1][C:2]1[CH:3]=[N:4][CH:5]=[CH:6][C:7]=1[NH:8][C:9]1[CH:14]=[CH:13][C:12]([C:15]#[N:16])=[CH:11][CH:10]=1.O.[F:18][C:19]([F:23])([F:22])[CH:20]=O.S(S([O-])=O)([O-])(=O)=O.[Na+].[Na+]>CN(C)C(=O)C.C(OCC)(=O)C>[C:15]([C:12]1[CH:13]=[CH:14][C:9]([N:8]2[C:7]3[CH:6]=[CH:5][N:4]=[CH:3][C:2]=3[N:1]=[C:20]2[C:19]([F:23])([F:22])[F:18])=[CH:10][CH:11]=1)#[N:16] |f:1.2,3.4.5|. Reactants: C(=O)C1=CC=C(C=C1)C#CC1=CC=C(C(=O)N([C@@](C(=O)NC)(C(=O)NOC2OCCCC2)C)C)C=C1 ((2S)-2-[{4-[(4-formylphenyl)ethynyl]benzoyl}(methyl)amino]-N,2-dimethyl-N′-(tetrahydro-2H-pyran-2-yloxy)propanediamide), C1(CC1)N (cyclopropylamine). The yield is 62.0%. Yields the product C1(CC1)NCC1=CC=C(C=C1)C#CC1=CC=C(C(=O)N([C@@](C(=O)NC)(C(=O)NOC2OCCCC2)C)C)C=C1 ((2S)-2-{[4-({4-[(cyclopropylamino)methyl]phenyl}ethynyl)benzoyl](methyl)amino}-N,2-dimethyl-N′-(tetrahydro-2H-pyran-2-yloxy)propanediamide). As a reaction SMILES: [CH:1]([C:3]1[CH:8]=[CH:7][C:6]([C:9]#[C:10][C:11]2[CH:36]=[CH:35][C:14]([C:15]([N:17]([CH3:34])[C@:18]([CH3:33])([C:23]([NH:25][O:26][CH:27]3[CH2:32][CH2:31][CH2:30][CH2:29][O:28]3)=[O:24])[C:19]([NH:21][CH3:22])=[O:20])=[O:16])=[CH:13][CH:12]=2)=[CH:5][CH:4]=1)=O.[CH:37]1([NH2:40])[CH2:39][CH2:38]1>>[CH:37]1([NH:40][CH2:1][C:3]2[CH:4]=[CH:5][C:6]([C:9]#[C:10][C:11]3[CH:12]=[CH:13][C:14]([C:15]([N:17]([CH3:34])[C@:18]([CH3:33])([C:23]([NH:25][O:26][CH:27]4[CH2:32][CH2:31][CH2:30][CH2:29][O:28]4)=[O:24])[C:19]([NH:21][CH3:22])=[O:20])=[O:16])=[CH:35][CH:36]=3)=[CH:7][CH:8]=2)[CH2:39][CH2:38]1. Procedure: From (2S)-2-[{4-[(4-formylphenyl)ethynyl]benzoyl}(methyl)amino]-N,2-dimethyl-N′-(tetrahydro-2H-pyran-2-yloxy)propanediamide (0.30 g) as obtained in Example 16-(1) and cyclopropylamine (0.19 mL), there was obtained (2S)-2-{[4-({4-[(cyclopropylamino)methyl]phenyl}ethynyl)benzoyl](methyl)amino}-N,2-dimethyl-N′-(tetrahydro-2H-pyran-2-yloxy)propanediamide (white solid) (0.20 g, 62%) in the same manner as in Example 16-(2). The reactants are CCO, NC(=S)Nc1cc(F)c(-n2cnc(Cl)c2)c(F)c1, CI. The product is CSC(=N)Nc1cc(F)c(-n2cnc(Cl)c2)c(F)c1, I. As a reaction SMILES: [CH3:21][CH2:22][OH:23].[Cl:3][c:4]1[n:5][cH:6][n:7](-[c:9]2[c:10]([F:20])[cH:11][c:12]([NH:16][C:17](=[S:18])[NH2:19])[cH:13][c:14]2[F:15])[cH:8]1.[I:1][CH3:2]>>[CH3:2][S:18][C:17]([NH:16][c:12]1[cH:11][c:10]([F:20])[c:9](-[n:7]2[cH:6][n:5][c:4]([Cl:3])[cH:8]2)[c:14]([F:15])[cH:13]1)=[NH:19].[IH:1]. Starting materials: ClC1=C(C=CC=C1Cl)S(=O)(=O)NC1=NC=C(N=C1Cl)Cl (2,3-dichloro-N-(3,5-dichloro-2-pyrazinyl)benzenesulphonamide), C(C=C)O (allyl alcohol). Yields the product C(C=C)OC=1C(=NC=C(N1)Cl)NS(=O)(=O)C1=C(C(=CC=C1)Cl)Cl (N-(3-Allyloxy-5-chloro-2-pyrazinyl)-2,3-dichlorobenzenesulphonamide). As a reaction SMILES: [Cl:1][C:2]1[C:7]([Cl:8])=[CH:6][CH:5]=[CH:4][C:3]=1[S:9]([NH:12][C:13]1[C:18](Cl)=[N:17][C:16]([Cl:20])=[CH:15][N:14]=1)(=[O:11])=[O:10].[CH2:21]([OH:24])[CH:22]=[CH2:23]>>[CH2:21]([O:24][C:18]1[C:13]([NH:12][S:9]([C:3]2[CH:4]=[CH:5][CH:6]=[C:7]([Cl:8])[C:2]=2[Cl:1])(=[O:11])=[O:10])=[N:14][CH:15]=[C:16]([Cl:20])[N:17]=1)[CH:22]=[CH2:23]. Procedure details: Prepared by the method of Example 31 using allyl alcohol (10 mL) as solvent and 2,3-dichloro-N-(3,5-dichloro-2-pyrazinyl)benzenesulphonamide (Example 74) (0.35 g). Yield 0.32 g. Starting materials: ClC1=C(C=C(C=C1)CCl)Cl (1,2-dichloro-4-(chloromethyl)benzene), N1CCC(CC1)NC(OC(C)(C)C)=O (tert-butyl 4-piperidinylcarbamate). Run in CN(C)C=O (DMF), C(C)N(CC)CC (triethylamine). Conditions: time 3 hour. The product is ClC=1C=C(CN2CCC(CC2)N)C=CC1Cl (1-(3,4-Dichlorobenzyl)-4-piperidinylamine). The yield is 58.3%. Reaction SMILES: [Cl:1][C:2]1[CH:7]=[CH:6][C:5]([CH2:8]Cl)=[CH:4][C:3]=1[Cl:10].[NH:11]1[CH2:16][CH2:15][CH:14]([NH:17]C(=O)OC(C)(C)C)[CH2:13][CH2:12]1>CN(C=O)C.C(N(CC)CC)C>[Cl:10][C:3]1[CH:4]=[C:5]([CH:6]=[CH:7][C:2]=1[Cl:1])[CH2:8][N:11]1[CH2:16][CH2:15][CH:14]([NH2:17])[CH2:13][CH2:12]1. Procedure details: 1,2-dichloro-4-(chloromethyl)benzene (390 mg, 1.99 mmol)) was added to a solution of tert-butyl 4-piperidinylcarbamate (400 mg, 2.0 mmol) in DMF (25 ml) and triethylamine (2 ml). The solution was stirred at room temperature for 3 hrs and then concentrated in vacuo. To the solution of the solid in dichloromethane was added (30 ml) trifluoroacetic acid (6 ml) was added and stirred at room temperature for 2 hrs. The solution was diluted with dichloromethane and washed with two portions of water. Th... Run at temperature 0 celsius. The product is ClC1=CC=C(C=C1)NC(=O)NN1C(=NC2=CC=CC=C2C1=O)SCC (1-(p-Chlorophenyl)-3-(3,4-dihydro-2-ethylthio-4-oxo-3-quinazolinyl)urea). As a reaction SMILES: [NH2:1][N:2]1[C:11](=[O:12])[C:10]2[C:5](=[CH:6][CH:7]=[CH:8][CH:9]=2)[N:4]=[C:3]1[S:13][CH2:14][CH3:15].[Cl:16][C:17]1[CH:22]=[CH:21][C:20]([N:23]=[C:24]=[O:25])=[CH:19][CH:18]=1>ClCCCl>[Cl:16][C:17]1[CH:22]=[CH:21][C:20]([NH:23][C:24]([NH:1][N:2]2[C:11](=[O:12])[C:10]3[C:5](=[CH:6][CH:7]=[CH:8][CH:9]=3)[N:4]=[C:3]2[S:13][CH2:14][CH3:15])=[O:25])=[CH:19][CH:18]=1. Procedure details: A mixture of 3-amino-2-ethylthio-4-quinazolone (0.60 g, 2.71 mmol) and 4-chlorophenyl isocyanate (0.48 g, 3.13 mmol) in 1,2-dichloroethane is heated at reflux for 63 hours, cooled to 0° C. and filtered. The filter cake is washed with ether and dried to give the title product as a white solid, 0.84 g (83%) mp 234°-235° C. The solvent is ClCCCl (1,2-dichloroethane). Reactants: NN1C(=NC2=CC=CC=C2C1=O)SCC (3-amino-2-ethylthio-4-quinazolone), ClC1=CC=C(C=C1)N=C=O (4-chlorophenyl isocyanate). The reactants are COC(=O)c1cc(-c2ccccc2OC)cc(-n2cnnn2)c1, CO, [Na+], [OH-]. Yields the product COc1ccccc1-c1cc(C(=O)O)cc(-n2cnnn2)c1. RXN SMILES: [CH3:1][O:2][C:3](=[O:4])[c:5]1[cH:6][c:7](-[c:16]2[c:17]([O:22][CH3:23])[cH:18][cH:19][cH:20][cH:21]2)[cH:8][c:9](-[n:11]2[n:12][n:13][n:14][cH:15]2)[cH:10]1.[CH3:26][OH:27].[Na+:25].[OH-:24]>>[O:2]=[C:3]([OH:4])[c:5]1[cH:6][c:7](-[c:16]2[c:17]([O:22][CH3:23])[cH:18][cH:19][cH:20][cH:21]2)[cH:8][c:9](-[n:11]2[n:12][n:13][n:14][cH:15]2)[cH:10]1.